This data is from the Open Reaction Database (ORD), a public repository of structured organic reaction records. The task is: describe an organic reaction: reactants, conditions, products, and yield Reactants: FC(C(C(F)(F)F)(O)C1=CN=C(S1)C=O)(F)F (5-(1,1,1,3,3,3-hexafluoro-2-hydroxypropan-2-yl)thiazole-2-carbaldehyde), [BH4-].[Na+] (sodium borohydride). Run in CO (methanol). Reaction conditions: time 90 minute. Product: FC(C(C(F)(F)F)(O)C1=CN=C(S1)CO)(F)F (1,1,1,3,3,3-Hexafluoro-2-(2-(hydroxymethyl)thiazol-5-yl)propan-2-ol). The yield is 29.8%. RXN SMILES: [F:1][C:2]([F:17])([F:16])[C:3]([C:9]1[S:13][C:12]([CH:14]=[O:15])=[N:11][CH:10]=1)([OH:8])[C:4]([F:7])([F:6])[F:5].[BH4-].[Na+]>CO>[F:16][C:2]([F:1])([F:17])[C:3]([C:9]1[S:13][C:12]([CH2:14][OH:15])=[N:11][CH:10]=1)([OH:8])[C:4]([F:7])([F:6])[F:5] |f:1.2|. Reported procedure: To a stirring solution of 5-(1,1,1,3,3,3-hexafluoro-2-hydroxypropan-2-yl)thiazole-2-carbaldehyde (1.791 mmol, 500 mg) in methanol (4 mL) was added sodium borohydride (5.37 mmol, 203 mg). The mixture was stirred at room temperature for 90 minutes before concentrating under reduced pressure. The resulting residue was dissolved in dichloromethane (2 mL)/methanol (0.5 mL) and filtered through a plug of silica, washing with 20% methanol/80% dichloromethane. The filtrate was concentrated under reduced... Reactants: C=1N=CN2C1C(CCC2)=O (6,7-dihydro-5H-imidazo[1,5-a]pyridin-8-one), Cl (HCl), BrC=1C=CC(=C(CO[Si](C)(C)C(C)(C)C)C1)I ((5-bromo-2-iodo-benzyloxy)-tert-butyl-dimethyl-silane), C(C)(C)[Mg]Cl (isopropymagnesium chloride). Solvent: O1CCCC1 (tetrahydrofuran), ClCCl (dichloromethane), O1CCCC1 (tetrahydrofuran). Conditions: time 1 hour. The product is BrC1=CC(=C(C=C1)C1(C=2N(CCC1)C=NC2)O)CO (8-(4-Bromo-2-hydroxymethyl-phenyl)-5,6,7,8-tetrahydro-imidazo[1,5-a]pyridin-8-ol). Reaction SMILES: [Br:1][C:2]1[CH:3]=[CH:4][C:5](I)=[C:6]([CH:16]=1)[CH2:7][O:8][Si](C(C)(C)C)(C)C.C([Mg]Cl)(C)C.[CH:23]1[N:24]=[CH:25][N:26]2[CH2:31][CH2:30][CH2:29][C:28](=[O:32])[C:27]=12.Cl>O1CCCC1.ClCCl>[Br:1][C:2]1[CH:3]=[CH:4][C:5]([C:28]2([OH:32])[CH2:29][CH2:30][CH2:31][N:26]3[CH:25]=[N:24][CH:23]=[C:27]23)=[C:6]([CH2:7][OH:8])[CH:16]=1. Reported procedure: A solution of 6.55 mmol of (5-bromo-2-iodo-benzyloxy)-tert-butyl-dimethyl-silane in 20 ml of tetrahydrofuran is cooled to −20° C. 6.55 mmol of an isopropymagnesium chloride solution (2M in tetrahydrofuran) is added dropwise and stirring continued for 1 h at −20° C. A solution of 4.37 mmol of 6,7-dihydro-5H-imidazo[1,5-a]pyridin-8-one [426219-51-4] in 40 ml of tetrahydrofuran is added dropwise and the reaction mixture stirred for 40 minutes at −20° C. The reaction mixture is poured into a mixture... Reactants: N#CC1(NC(=O)C2CC(S(=O)(=O)c3ccc(F)cc3C(F)(F)F)CC2C(=O)N2CC(F)(F)C2)CC1, Cl, FC1(F)CCNC1. The product is N#CC1(NC(=O)C2CC(S(=O)(=O)c3ccc(N4CCC(F)(F)C4)cc3C(F)(F)F)CC2C(=O)N2CC(F)(F)C2)CC1. As a reaction SMILES: [C:1](#[N:2])[C:3]1([NH:6][C:7](=[O:8])[CH:9]2[CH:10]([C:28](=[O:29])[N:30]3[CH2:31][C:32]([F:34])([F:35])[CH2:33]3)[CH2:11][CH:12]([S:14](=[O:15])(=[O:16])[c:17]3[c:18]([C:24]([F:25])([F:26])[F:27])[cH:19][c:20]([F:23])[cH:21][cH:22]3)[CH2:13]2)[CH2:4][CH2:5]1.[ClH:36].[F:37][C:38]1([F:43])[CH2:39][NH:40][CH2:41][CH2:42]1>>[C:1](#[N:2])[C:3]1([NH:6][C:7](=[O:8])[CH:9]2[CH:10]([C:28](=[O:29])[N:30]3[CH2:31][C:32]([F:34])([F:35])[CH2:33]3)[CH2:11][CH:12]([S:14](=[O:15])(=[O:16])[c:17]3[c:18]([C:24]([F:25])([F:26])[F:27])[cH:19][c:20]([N:40]4[CH2:39][C:38]([F:37])([F:43])[CH2:42][CH2:41]4)[cH:21][cH:22]3)[CH2:13]2)[CH2:4][CH2:5]1.